From a dataset of the Open Reaction Database (ORD), a public repository of structured organic reaction records. describe an organic reaction: reactants, conditions, products, and yield Reaction SMILES: [CH3:1][C:2]1[C:7]([CH3:8])=[CH:6][CH:5]=[CH:4][C:3]=1[C:9]1[CH:10]=[C:11]([C:14]([O:16]CC)=O)[NH:12][CH:13]=1.ClC1C=CC=CC=1C1C=C(C(OC)=O)[NH:29][N:30]=1>>[CH3:1][C:2]1[C:7]([CH3:8])=[CH:6][CH:5]=[CH:4][C:3]=1[C:9]1[CH:10]=[C:11]([C:14]([NH:29][NH2:30])=[O:16])[NH:12][CH:13]=1. Procedure details: According to the same procedure as in the Step 22-1-3 except that ethyl 4-(2,3-dimethylphenyl)-1H-pyrrole-2-carboxylate obtained in the Step 24-1-3 was used instead of methyl 5-(2-chlorophenyl)-2H-pyrazole-3-carboxylate, the title compound (25 mg, 59%) was obtained. Starting materials: CC1=C(C=CC=C1C)C=1C=C(NC1)C(=O)OCC (ethyl 4-(2,3-dimethylphenyl)-1H-pyrrole-2-carboxylate), ClC1=C(C=CC=C1)C=1C=C(NN1)C(=O)OC (methyl 5-(2-chlorophenyl)-2H-pyrazole-3-carboxylate). Product: CC1=C(C=CC=C1C)C=1C=C(NC1)C(=O)NN (4-(2,3-Dimethylphenyl)-1H-pyrrole-2-carboxylic acid hydrazide). Isolated yield 59.0%. RXN SMILES: [CH3:1][O:2][C:3]1([C:8]([OH:10])=O)[CH2:7][CH2:6][CH2:5][CH2:4]1.C1N=C[N:13](C(N2C=NC=C2)=O)C=1.[NH4+].[OH-].O>CCOC(C)=O>[CH3:1][O:2][C:3]1([C:8]([NH2:13])=[O:10])[CH2:7][CH2:6][CH2:5][CH2:4]1 |f:2.3|. Yield: 100.7%. Run at time 0.5 hour. The solvent is CCOC(=O)C (EtOAc). Reported procedure: A solution of 1-methoxycyclopentanecarboxylic acid (0.9 g, 6.24 mmol) in EtOAc (30 mL) was treated with CDI (1.316 g, 8.12 mmol), stirred at RT for 0.5 h, treated with NH4OH (˜15M, 0.729 mL, ˜10.9 mmol) and stirred at RT overnight. The mixture was treated with water, extracted with EtOAc (3×) and the combined organics were washed with brine, dried over Na2SO4 and concentrated to dryness to afford 1-methoxycyclopentanecarboxamide (900 mg, 101%). 1H NMR (400 MHz, CDCl3): δ 6.45 (br s, 1H), 5.42 (b... The product is COC1(CCCC1)C(=O)N (1-methoxycyclopentanecarboxamide). The reactants are COC1(CCCC1)C(=O)O (1-methoxycyclopentanecarboxylic acid), C1=CN(C=N1)C(=O)N2C=CN=C2 (CDI), O (water), [NH4+].[OH-] (NH4OH). The reactants are [Cu], Fc1cc(Cl)cnc1F, Sc1ccccc1. The product is Fc1cc(Cl)cnc1Sc1ccccc1. Reaction SMILES: [Cu:17].[F:1][c:2]1[n:3][cH:4][c:5]([Cl:9])[cH:6][c:7]1[F:8].[SH:10][c:11]1[cH:12][cH:13][cH:14][cH:15][cH:16]1>>[c:2]1([S:10][c:11]2[cH:12][cH:13][cH:14][cH:15][cH:16]2)[n:3][cH:4][c:5]([Cl:9])[cH:6][c:7]1[F:8]. The reactants are C(=O)O (formic acid), C1(=CC=CC=C1)C (toluene), C1C(C)OC2(CC(C(CC2)C2=CC(=CC(=C2)F)F)C2=CCCCC2)O1 (4-(3,5-difluorophenyl)-3-cyclohexenyl-1-cyclohexanone propyleneketal), C(C)(=O)OCC (ethyl acetate), C(C)O (ethanol). Reagents/catalysts: [Ni] (Ni). Run in O (water). The product is FC=1C=C(C=C(C1)F)C1CCC(CC1)C1C(CCCC1)=O (4-(3,5-difluorophenyl)cyclohexyl-1-cyclohexanone). The yield is 59.3%. RXN SMILES: C1O[C:5]2([CH2:10][CH2:9][CH:8]([C:11]3[CH:16]=[C:15]([F:17])[CH:14]=[C:13]([F:18])[CH:12]=3)[CH:7](C3CCCCC=3)[CH2:6]2)OC1C.C(OCC)(=O)C.[CH2:32]([OH:34])[CH3:33].C(O)=O.[C:38]1(C)[CH:43]=CC=[CH:40][CH:39]=1>[Ni].O>[F:17][C:15]1[CH:16]=[C:11]([CH:8]2[CH2:9][CH2:10][CH:5]([CH:33]3[CH2:40][CH2:39][CH2:38][CH2:43][C:32]3=[O:34])[CH2:6][CH2:7]2)[CH:12]=[C:13]([F:18])[CH:14]=1. Procedure: The above 4-(3,5-difluorophenyl)-3-cyclohexenyl-1-cyclohexanone propyleneketal (114 g, 327 mmol) was hydrogenated in a mixed solvent of ethyl acetate with ethanol in the presence of Raney Ni catalyst (44.8 g), followed by filtering off the catalyst, distilling off the solvent under reduced pressure, adding to the residue, formic acid (50.0 g, 1.09 mol) and toluene (300 ml), refluxing the mixture for 4 hours, adding water to the reaction solution, washing the organic layer successively with a sat... Starting materials: OCCCCCCCCCCCCC(C(=O)OCC)C(=O)OCC (Diethyl 2-(12-hydroxydodecyl)malonate), C=1C=C[NH+]=CC1.[O-][Cr](=O)(=O)Cl (PCC). The solvent is C(Cl)Cl (DCM). Conditions: time 3 hour. Yields the product O=CCCCCCCCCCCCC(C(=O)OCC)C(=O)OCC (diethyl 2-(12-oxododecyl)malonate). Isolated yield 73.1%. Reaction SMILES: [OH:1][CH2:2][CH2:3][CH2:4][CH2:5][CH2:6][CH2:7][CH2:8][CH2:9][CH2:10][CH2:11][CH2:12][CH2:13][CH:14]([C:20]([O:22][CH2:23][CH3:24])=[O:21])[C:15]([O:17][CH2:18][CH3:19])=[O:16].C1C=C[NH+]=CC=1.[O-][Cr](Cl)(=O)=O>C(Cl)Cl>[O:1]=[CH:2][CH2:3][CH2:4][CH2:5][CH2:6][CH2:7][CH2:8][CH2:9][CH2:10][CH2:11][CH2:12][CH2:13][CH:14]([C:15]([O:17][CH2:18][CH3:19])=[O:16])[C:20]([O:22][CH2:23][CH3:24])=[O:21] |f:1.2|. Procedure: Diethyl 2-(12-hydroxydodecyl)malonate (3.91 g, 11.35 mmol) was dissolved in dry DCM (60 ml), then PCC (3.67 g, 17.025 mmol) was added portion-wise to it at 0° C. The reaction was allowed to warm to room temperature and stirring was continued for another 3 h. The reaction mixture was concentrated under reduced pressure and purified by silica gel column (8% EtOAc in Hexane) to give diethyl 2-(12-oxododecyl)malonate (2.84 g, 73%) as a colorless liquid.